From a dataset of the Open Reaction Database (ORD), a public repository of structured organic reaction records. describe an organic reaction: reactants, conditions, products, and yield The reactants are [Br-], OB(O)c1ccc(F)cc1F, O=C1NCCc2c(-c3ccccc3)[nH]c3cccc1c23. Yields the product O=C1NCCc2c(-c3ccc(F)cc3F)[nH]c3cccc1c23. Reaction SMILES: [Br-:21].[F:22][c:23]1[c:24]([B:30]([OH:31])[OH:32])[cH:25][cH:26][c:27]([F:29])[cH:28]1.[c:1]1(-[c:7]2[nH:8][c:9]3[cH:10][cH:11][cH:12][c:13]4[c:14]3[c:15]2[CH2:16][CH2:17][NH:18][C:19]4=[O:20])[cH:2][cH:3][cH:4][cH:5][cH:6]1>>[c:7]1(-[c:24]2[c:23]([F:22])[cH:28][c:27]([F:29])[cH:26][cH:25]2)[nH:8][c:9]2[cH:10][cH:11][cH:12][c:13]3[c:14]2[c:15]1[CH2:16][CH2:17][NH:18][C:19]3=[O:20]. The reactants are Cl.[N+](=O)([O-])C=1C=C(CN)C=CC1 (3-nitrobenzylamine hydrochloride), C(=O)(O)[O-].[Na+] (NaHCO3), S(=O)(=O)(N)N (sulfamide), Cl (HCl). The solvent is O (water). Yields the product [N+](=O)([O-])C=1C=C(CNS(=O)(=O)N)C=CC1 (3-nitrobenzyl sulfamide). RXN SMILES: Cl.[N+:2]([C:5]1[CH:6]=[C:7]([CH:10]=[CH:11][CH:12]=1)[CH2:8][NH2:9])([O-:4])=[O:3].C([O-])(O)=O.[Na+].[S:18](N)([NH2:21])(=[O:20])=[O:19].Cl>O>[N+:2]([C:5]1[CH:6]=[C:7]([CH:10]=[CH:11][CH:12]=1)[CH2:8][NH:9][S:18]([NH2:21])(=[O:20])=[O:19])([O-:4])=[O:3] |f:0.1,2.3|. Procedure: A solution of 3-nitrobenzylamine hydrochloride, (1.89 g, 10.0 mmol) in water (10 mL) is treated with NaHCO3 (840 mg, 10.0 mmol) and sulfamide, (960 mg, 10.0 mmol). The mixture is heated at reflux for 5 h. The cooled mixture is acidified to pH 2 with 1N aqueous HCl and the precipitate is filtered, washed with water and dried under vacuum at 50° C. to afford 3-nitrobenzyl sulfamide as a tan solid: [M−1]−=230.